Dataset: the Open Reaction Database (ORD), a public repository of structured organic reaction records. Task: describe an organic reaction: reactants, conditions, products, and yield Product: C1(CCC1)C1=CC(=C(C(=O)N2CCC(CC2)C2=CC=C(C#N)C=C2)C=C1C1=NN=C(N1)CO)C (4-(1-(4-Cyclobutyl-5-(5-(hydroxymethyl)-4H-1,2,4-triazol-3-yl)-2-methylbenzoyl)piperidin-4-yl)benzonitrile). Reactants: C1(CCC1)C1=CC(=C(C(=O)N2CCC(CC2)C2=CC=C(C#N)C=C2)C=C1C1=NN=C(N1)C)C (4-(1-(4-cyclobutyl-2-methyl-5-(5-methyl-4H-1,2,4-triazol-3-yl)benzoyl)piperidin-4-yl)benzonitrile), OCC(=O)NN (2-hydroxyacetohydrazide). Procedure: The title compound was prepared using standard chemical manipulations and procedures similar to those used for the preparation of compound 152 but using 2-hydroxyacetohydrazide in place of acetohydrazide. m/z (ES+) 456 (M+H)+. RXN SMILES: [CH:1]1([C:5]2[C:26]([C:27]3[NH:31][C:30]([CH3:32])=[N:29][N:28]=3)=[CH:25][C:8]([C:9]([N:11]3[CH2:16][CH2:15][CH:14]([C:17]4[CH:24]=[CH:23][C:20]([C:21]#[N:22])=[CH:19][CH:18]=4)[CH2:13][CH2:12]3)=[O:10])=[C:7]([CH3:33])[CH:6]=2)[CH2:4][CH2:3][CH2:2]1.[OH:34]CC(NN)=O>>[CH:1]1([C:5]2[C:26]([C:27]3[NH:31][C:30]([CH2:32][OH:34])=[N:29][N:28]=3)=[CH:25][C:8]([C:9]([N:11]3[CH2:12][CH2:13][CH:14]([C:17]4[CH:24]=[CH:23][C:20]([C:21]#[N:22])=[CH:19][CH:18]=4)[CH2:15][CH2:16]3)=[O:10])=[C:7]([CH3:33])[CH:6]=2)[CH2:4][CH2:3][CH2:2]1. Reactants: CCOP(=O)(CC#N)OCC, C1CCOC1, CC(C)(C)[O-], O=CC1CCCC1, [K+]. Product: N#CC=CC1CCCC1. RXN SMILES: [C:1](#[N:2])[CH2:3][P:4](=[O:5])([O:6][CH2:7][CH3:8])[O:9][CH2:10][CH3:11].[CH2:25]1[O:26][CH2:27][CH2:28][CH2:29]1.[CH3:12][C:13]([CH3:14])([O-:15])[CH3:16].[CH:18]1([CH:23]=[O:24])[CH2:19][CH2:20][CH2:21][CH2:22]1.[K+:17]>>[C:1](#[N:2])[CH:3]=[CH:23][CH:18]1[CH2:19][CH2:20][CH2:21][CH2:22]1. Starting materials: C(C)OC(=O)C1=C(SC=2C(OC(C21)(C)C)(C)C)N (2-amino-4,4,6,6-tetramethyl-4,6-dihydrothieno[2,3-c]furan-3-carboxylic acid ethyl ester), FC=1C=CC(=C(C(=O)Cl)C1)C(F)(F)F (5-fluoro-2-(trifluoromethyl)benzoyl chloride). The product is FC=1C=CC(=C(C(=O)NC2=C(C3=C(C(OC3(C)C)(C)C)S2)C(=O)OCC)C1)C(F)(F)F (ethyl 2-{[5-fluoro-2-(trifluoromethyl)benzoyl]amino}-4,4,6,6-tetramethyl-4,6-dihydrothieno[2,3-c]furan-3-carboxylate). Reaction SMILES: [CH2:1]([O:3][C:4]([C:6]1[C:13]2[C:12]([CH3:15])([CH3:14])[O:11][C:10]([CH3:17])([CH3:16])[C:9]=2[S:8][C:7]=1[NH2:18])=[O:5])[CH3:2].[F:19][C:20]1[CH:21]=[CH:22][C:23]([C:29]([F:32])([F:31])[F:30])=[C:24]([CH:28]=1)[C:25](Cl)=[O:26]>>[F:19][C:20]1[CH:21]=[CH:22][C:23]([C:29]([F:30])([F:31])[F:32])=[C:24]([CH:28]=1)[C:25]([NH:18][C:7]1[S:8][C:9]2[C:10]([CH3:17])([CH3:16])[O:11][C:12]([CH3:15])([CH3:14])[C:13]=2[C:6]=1[C:4]([O:3][CH2:1][CH3:2])=[O:5])=[O:26]. Reported procedure: The title compound was prepared from the product of Example 18A and commercially available 5-fluoro-2-(trifluoromethyl)benzoyl chloride using the procedure described for Example 1B. 1H NMR (DMSO-d6, 300 MHz) δ 1.30 (t, J=7.1 Hz, 3H), 1.54 (s, 6H), 1.49 (s, 6H), 4.30 (q, J=7.1 Hz, 2H), 7.63-7.70 (m, 1H), 7.82 (dd, J=8.6, 2.5 Hz, 1H), 8.01 (dd, J=8.8, 5.1 Hz, 1H), 11.48 (br s, 1H). MS (ESI+) m/z 460 (M+H)+. Anal. calcd. for C21H21F4NO4S: C, 54.90; H, 4.61; N, 3.05. Found: C, 54.72; H, 4.68; N, 2.9...